From a dataset of the Open Reaction Database (ORD), a public repository of structured organic reaction records. describe an organic reaction: reactants, conditions, products, and yield The solvent is C(C)O (ethanol). Reported procedure: Ethyl 7-(3,5-bis(trifluoromethyl)phenoxy)heptanoate was added to 95% ethanol and dissolved by reflux. The solution was then added with sodium hydroxide and further refluxed. The resulting crystals were filtered, washed with ethanol, and then added with dichloromethane and 1N hydrochloric acid. The solution was extracted twice with dichloromethane. After the organic layer was dried over anhydrous magnesium sulfate, the solvent was removed and the residue was purified by silica gel column chromato... Reactants: FC(C=1C=C(OCCCCCCC(=O)OCC)C=C(C1)C(F)(F)F)(F)F (Ethyl 7-(3,5-bis(trifluoromethyl)phenoxy)heptanoate), [OH-].[Na+] (sodium hydroxide). As a reaction SMILES: [F:1][C:2]([F:26])([F:25])[C:3]1[CH:4]=[C:5]([CH:18]=[C:19]([C:21]([F:24])([F:23])[F:22])[CH:20]=1)[O:6][CH2:7][CH2:8][CH2:9][CH2:10][CH2:11][CH2:12][C:13]([O:15]CC)=[O:14].[OH-].[Na+]>C(O)C>[F:1][C:2]([F:25])([F:26])[C:3]1[CH:4]=[C:5]([CH:18]=[C:19]([C:21]([F:23])([F:24])[F:22])[CH:20]=1)[O:6][CH2:7][CH2:8][CH2:9][CH2:10][CH2:11][CH2:12][C:13]([OH:15])=[O:14] |f:1.2|. Yields the product FC(C=1C=C(OCCCCCCC(=O)O)C=C(C1)C(F)(F)F)(F)F (7-(3,5-bis(trifluoromethyl) phenoxy) heptanoic acid). Starting materials: CC(=O)OC1N=C(c2ccccc2F)c2cc(Cl)ccc2-n2c1cnc2C, CO, C[O-], [Na+]. Product: Cc1ncc2n1-c1ccc(Cl)cc1C(c1ccccc1F)=NC2O. As a reaction SMILES: [C:1](=[O:2])([CH3:3])[O:4][CH:5]1[c:6]2[n:7]([c:24]([CH3:27])[n:25][cH:26]2)-[c:8]2[c:9]([cH:19][c:20]([Cl:23])[cH:21][cH:22]2)[C:10]([c:12]2[c:13]([F:18])[cH:14][cH:15][cH:16][cH:17]2)=[N:11]1.[CH3:28][OH:29].[CH3:30][O-:31].[Na+:32]>>[OH:4][CH:5]1[c:6]2[n:7]([c:24]([CH3:27])[n:25][cH:26]2)-[c:8]2[c:9]([cH:19][c:20]([Cl:23])[cH:21][cH:22]2)[C:10]([c:12]2[c:13]([F:18])[cH:14][cH:15][cH:16][cH:17]2)=[N:11]1. Starting materials: ice, ClC(C1OC2=C(C(N1)=O)C=CC=C2)(Cl)Cl (3,4-dihydro-2-trichloromethyl-2H-benzo[e]-[1,3]-oxazin-4-one), S(O)(O)(=O)=O (sulphuric acid), [Cl-].[Na+] (sodium chloride). Reported procedure: A mixture of 3,4-dihydro-2-trichloromethyl-2H-benzo[e]-[1,3]-oxazin-4-one (10 g.--obtained as described in Example 3) and concentrated sulphuric acid (100 ml.) was heated on a steam bath for 18 hours, and drowned into ice (400 g.). The resulting solution was saturated with sodium chloride and extracted with ethyl acetae (4×100 ml.) The extracts were combined and dried, the solvent was evaporated, and the residue was crystallised from glacial acetic acid to give 3,4-dihydro-2-trichloromethyl-2H-b... RXN SMILES: [Cl:1][C:2]([Cl:15])([Cl:14])[CH:3]1[NH:8][C:7](=O)[C:6]2[CH:10]=[CH:11][CH:12]=[CH:13][C:5]=2[O:4]1.[Cl-].[Na+].[S:18](=O)(=[O:21])([OH:20])[OH:19]>>[Cl:1][C:2]([Cl:15])([Cl:14])[CH:3]1[NH:8][CH2:7][C:6]2[CH:10]=[C:11]([S:18]([OH:21])(=[O:20])=[O:19])[CH:12]=[CH:13][C:5]=2[O:4]1 |f:1.2|. The product is ClC(C1OC2=C(CN1)C=C(C=C2)S(=O)(=O)O)(Cl)Cl (3,4-dihydro-2-trichloromethyl-2H-benzo[e]-[1,3]-oxazine-6-sulphonic acid). The reactants are C(C1=CC=CC=C1)C1=CN=NC=C1 (4-Benzylpyridazine), SeO2, [OH-].[Na+] (NaOH). Solvent: C(C)(=O)O (acetic acid), C(C)(=O)O (acetic acid). Run at temperature 100 celsius. Product: C1(=CC=CC=C1)C(=O)C1=CN=NC=C1 (Phenyl-Pyridazin-4-yl-Methanone). As a reaction SMILES: [CH2:1]([C:8]1[CH:13]=[CH:12][N:11]=[N:10][CH:9]=1)[C:2]1[CH:7]=[CH:6][CH:5]=[CH:4][CH:3]=1.[OH-:14].[Na+]>C(O)(=O)C>[C:2]1([C:1]([C:8]2[CH:13]=[CH:12][N:11]=[N:10][CH:9]=2)=[O:14])[CH:3]=[CH:4][CH:5]=[CH:6][CH:7]=1 |f:1.2|. Reported procedure: To a 100° C. suspension of SeO2 (4.75 g, 0.043 mole) in acetic acid (216 mL) was added dropwise to a solution of 4-benzylpyridazine (11; 7.6 g, 0.044.6 mole) in acetic acid (216 mL). The mixture was heated for 1 hour at 100° C. The reaction mixture was cooled to room temperature and was neutralized to a pH ˜6-7 with 50% NaOH. The neutralized mixture was extracted twice with CH2Cl2. The combined extracts were dried over MgSO4 and were evaporated to dryness. The crude product was purified by cryst... Reactants: CO, COC(OC)OC, O=Cc1cn(-c2ccc([N+](=O)[O-])cc2F)cn1, [Na+], [Na+], [Na+], O=C([O-])[O-], O, O=S(=O)([O-])O. Yields the product COC(OC)c1cn(-c2ccc([N+](=O)[O-])cc2F)cn1. RXN SMILES: [CH3:37][OH:38].[CH:18]([O:19][CH3:20])([O:21][CH3:22])[O:23][CH3:24].[F:1][c:2]1[c:3](-[n:11]2[cH:12][n:13][c:14]([CH:16]=[O:17])[cH:15]2)[cH:4][cH:5][c:6]([N+:8](=[O:9])[O-:10])[cH:7]1.[Na+:30].[Na+:31].[Na+:32].[O-:33][C:34](=[O:35])[O-:36].[OH2:39].[S:25]([O-:26])([OH:27])(=[O:28])=[O:29]>>[F:1][c:2]1[c:3](-[n:11]2[cH:12][n:13][c:14]([CH:18]([O:19][CH3:20])[O:21][CH3:22])[cH:15]2)[cH:4][cH:5][c:6]([N+:8](=[O:9])[O-:10])[cH:7]1. Reactants: CS(C)=O, CC(C)O, CC(C)(C)[O-], Cl, [K+], N#Cc1cnc(N)nc1N, NO, NO. The product is NC(=NO)c1cnc(N)nc1N. RXN SMILES: [CH3:22][S:23](=[O:24])[CH3:25].[CH3:26][CH:27]([OH:28])[CH3:29].[CH3:6][C:7]([CH3:8])([O-:9])[CH3:10].[ClH:3].[K+:11].[NH2:12][c:13]1[n:14][cH:15][c:16]([C:20]#[N:21])[c:17]([NH2:19])[n:18]1.[NH2:1][OH:2].[NH2:4][OH:5]>>[N:1]([OH:2])=[C:20]([c:16]1[cH:15][n:14][c:13]([NH2:12])[n:18][c:17]1[NH2:19])[NH2:21]. The reactants are C([O-])([O-])=O.[K+].[K+] (potassium carbonate), FC(CI)(F)F (1,1,1-trifluoro-2-iodoethane), IC1=CN(C=2N=CNC(C21)=O)C (5-iodo-7-methyl-3H-pyrrolo[2,3-d]pyrimidin-4(7H)-one). Solvent: CN(C)C=O (DMF). Run at temperature 90 celsius. Yields the product IC1=CN(C=2N=CN(C(C21)=O)CC(F)(F)F)C (5-Iodo-7-methyl-3-(2,2,2-trifluoroethyl)-3H-pyrrolo[2,3-d]pyrimidin-4(7H)-one). The yield is 77.0%. RXN SMILES: [I:1][C:2]1[C:10]2[C:9](=[O:11])[NH:8][CH:7]=[N:6][C:5]=2[N:4]([CH3:12])[CH:3]=1.C(=O)([O-])[O-].[K+].[K+].[F:19][C:20]([F:24])([F:23])[CH2:21]I>CN(C=O)C>[I:1][C:2]1[C:10]2[C:9](=[O:11])[N:8]([CH2:21][C:20]([F:24])([F:23])[F:19])[CH:7]=[N:6][C:5]=2[N:4]([CH3:12])[CH:3]=1 |f:1.2.3|. Procedure: To a stirred suspension of 5-iodo-7-methyl-3H-pyrrolo[2,3-d]pyrimidin-4(7H)-one (13.7 g, 49.8 mmol) in anhydrous DMF (137 ml) was added potassium carbonate (13.8 g, 100 mmol) and 1,1,1-trifluoro-2-iodoethane (7.36 ml, 74.7 mmol). The resulting mixture was heated at 90° C. for 24 h. The reaction mixture was partitioned between brine/water (1:1, 1.41) and ethyl acetate (350 ml). The organic phase was separated and the aqueous phase was extracted with ethyl acetate (3×350 ml). The combined organic ...